This data is from the Open Reaction Database (ORD), a public repository of structured organic reaction records. The task is: describe an organic reaction: reactants, conditions, products, and yield The reactants are Cl (HCl), CO (MeOH), N1[C@@H](CC1)COC=1C=NC(=C(C1)C=C)Cl (3-(2-(S)-azetidinylmethoxy)-6-chloro-5-ethenylpyridine), Cl (hydrogen chloride), CI NH3. The solvent is CCOCC (Et2O). Product: Cl.Cl.N1[C@@H](CC1)COC=1C=NC(=C(C1)C=C)Cl (3-(2-(S)-Azetidinylmethoxy)-6-chloro-5-ethenylpyridine dihydrochloride). RXN SMILES: [NH:1]1[CH2:4][CH2:3][C@H:2]1[CH2:5][O:6][C:7]1[CH:8]=[N:9][C:10]([Cl:15])=[C:11]([CH:13]=[CH2:14])[CH:12]=1.[ClH:16].CO>CCOCC>[ClH:15].[ClH:16].[NH:1]1[CH2:4][CH2:3][C@H:2]1[CH2:5][O:6][C:7]1[CH:8]=[N:9][C:10]([Cl:15])=[C:11]([CH:13]=[CH2:14])[CH:12]=1 |f:4.5.6|. Procedure: To a solution of 3-(2-(S)-azetidinylmethoxy)-6-chloro-5-ethenylpyridine from step b above in Et2O was added hydrogen chloride (1.0 M in Et2O) carefully to afford the tittle compound: mp 121° C. (dec); 1H NMR (D2O) δ 2.70 (q, 2H, J=8.5 Hz), 4.03-4.21 (m, 2H), 4.45 (d, 2H, J=4.0 Hz), 4.96 (m , 1H), 5.60 (d, 1H, J=11.0 Hz), 5.94 (d, 1H, J=17.0 Hz), 7.01 (dd, 1H, J=11.0, 17.5 Hz), 7.74 (d, 1H, J=3.0 Hz), 8.05 (d, 1H, J=3.0 Hz); MS (CI/NH3) m/z 225 (M+H)+, 242 (M+NH4)+. Anal. Calcd for C11H13CIN2O.1.... The reactants are BrC1=CC=2N3C4=C(C=C(C=C4SC2C=C1)OC)C(C(=C3)CC=3C=NC=CC3)=O (10-bromo-5-methoxy-2-(3-pyridylmethyl)-3H-pyrido[3,2,1-kl]phenothiazin-3-one), C(#N)C1=C(C(=O)C(=C(C1=O)Cl)Cl)C#N (DDQ), [OH-].[Na+] (sodium hydroxide), C(C)(=O)OCC (ethyl acetate). The solvent is O1CCOCC1 (dioxane). Yields the product BrC1=CC=2N3C4=C(C=C(C=C4SC2C=C1)OC)C(C=C3)=O (10-bromo-5-methoxy-3H-pyrido[3,2,1-kl]phenothiazin-3-one). The yield is 88.3%. RXN SMILES: [Br:1][C:2]1[CH:15]=[CH:14][C:13]2[S:12][C:11]3[C:6]4=[C:7]([C:18](=[O:28])[C:19](CC5C=NC=CC=5)=[CH:20][N:5]4[C:4]=2[CH:3]=1)[CH:8]=[C:9]([O:16][CH3:17])[CH:10]=3.C(C1C(=O)C(Cl)=C(Cl)C(=O)C=1C#N)#N.[OH-].[Na+].C(OCC)(=O)C>O1CCOCC1>[Br:1][C:2]1[CH:15]=[CH:14][C:13]2[S:12][C:11]3[C:6]4=[C:7]([C:18](=[O:28])[CH:19]=[CH:20][N:5]4[C:4]=2[CH:3]=1)[CH:8]=[C:9]([O:16][CH3:17])[CH:10]=3 |f:2.3|. Procedure details: The compound (2 g) obtained in Example 36 <step 2> was suspended in dioxane (110 mL) and to the suspension was added DDQ (1.88 g). The mixture was heated under reflux for 3 hours. After allowing to cool, to the mixture were added 1N-sodium hydroxide (20 mL) and ethyl acetate(50 mL) . The precipitate crystals were collected by filtration and washed with water and ethanol in turns to obtain the title compound (1.41 g; 71%).